From a dataset of the Open Reaction Database (ORD), a public repository of structured organic reaction records. describe an organic reaction: reactants, conditions, products, and yield The reactants are C1(=CC=C(C=C1)S(=O)(=O)O)C (p-toluenesulfonic acid), OC1C2=CC=CC=C2OC=2C=CC(=CC12)OCCCCC(=O)O (5-(9-hydroxyxanthen-2-oxy)valeric acid), C(=O)(OCC1C2=CC=CC=C2C2=CC=CC=C12)N (Fmoc-NH2). Run in C(C)(=O)O (acetic acid), C(C)(=O)O (acetic acid). Reaction conditions: time 14 hour. The product is C1=CC=CC=2C3=CC=CC=C3C(C12)COC(=O)NC1C2=CC=CC=C2OC=2C=CC(=CC12)OCCCCC(=O)O (5-(9-(9-Fluorenylmethyloxycarbonyl)aminoxanthen-2-oxy)valeric Acid). Reaction SMILES: C1(C)C=CC(S(O)(=O)=O)=CC=1.O[CH:13]1[C:26]2[CH:25]=[C:24]([O:27][CH2:28][CH2:29][CH2:30][CH2:31][C:32]([OH:34])=[O:33])[CH:23]=[CH:22][C:21]=2[O:20][C:19]2[C:14]1=[CH:15][CH:16]=[CH:17][CH:18]=2.[C:35]([NH2:52])([O:37][CH2:38][CH:39]1[C:51]2[C:46](=[CH:47][CH:48]=[CH:49][CH:50]=2)[C:45]2[C:40]1=[CH:41][CH:42]=[CH:43][CH:44]=2)=[O:36]>C(O)(=O)C>[CH:41]1[C:40]2[CH:39]([CH2:38][O:37][C:35]([NH:52][CH:13]3[C:26]4[CH:25]=[C:24]([O:27][CH2:28][CH2:29][CH2:30][CH2:31][C:32]([OH:34])=[O:33])[CH:23]=[CH:22][C:21]=4[O:20][C:19]4[C:14]3=[CH:15][CH:16]=[CH:17][CH:18]=4)=[O:36])[C:51]3[C:46](=[CH:47][CH:48]=[CH:49][CH:50]=3)[C:45]=2[CH:44]=[CH:43][CH:42]=1. Procedure details: A solution of p-toluenesulfonic acid (30 mg, 0.015 mmol) in glacial acetic acid (3 mL) was added dropwise at 25° C. over 15 minutes to a solution of 5-(9-hydroxyxanthen-2-oxy)valeric acid (0.2 g, 0.64 mmol) prepared as described above and Fmoc-NH2 (184 mg, 0.76 mmol) in glacial acetic acid (12 mL). This mixture was stirred continuously for 14 hours, filtered, and the resultant white solid washed with water (3×5 mL) and n-hexane (2×5 mL). The solid was dried in vacuo over P2O5 at 25° C. for 6 hou... Reactants: ClC1=CC=C(C=C1)S (4-chlorothiophenol), CC(C)(C)C(=O)CN1C=NC=N1 (1,2,4-triazol-1-yl-pinacolin), C=O (paraformaldehyde), N1CCCCC1 (piperidine). The solvent is C1(=CC=CC=C1)C (toluene), C(C)(=O)O (acetic acid), O (water). Product: ClC1=CC=C(C=C1)SCC(C(C(C)(C)C)=O)N1N=CN=C1 (1-(4-chlorophenylthio)-4,4-dimethyl-2-(1,2,4-triazol-1-yl)pentan -3-one). Yield: 28.0%. RXN SMILES: [Cl:1][C:2]1[CH:7]=[CH:6][C:5]([SH:8])=[CH:4][CH:3]=1.[CH3:9][C:10]([C:13]([CH2:15][N:16]1[N:20]=[CH:19][N:18]=[CH:17]1)=[O:14])([CH3:12])[CH3:11].C=O.N1CCCC[CH2:24]1>C1(C)C=CC=CC=1.O.C(O)(=O)C>[Cl:1][C:2]1[CH:7]=[CH:6][C:5]([S:8][CH2:24][CH:15]([N:16]2[CH:17]=[N:18][CH:19]=[N:20]2)[C:13](=[O:14])[C:10]([CH3:9])([CH3:11])[CH3:12])=[CH:4][CH:3]=1. Procedure: A mixture of 72.5 g (0.5 mol) of 4-chlorothiophenol, 100.2 g (0.6 mol) of 1,2,4-triazol-1-yl-pinacolin, 18 g (0.6 mol) of paraformaldehyde, 15 g of acetic acid and 5 ml of piperidine in 600 ml of toluene was heated under reflux in a water separator. After the water has been separated off, the reaction solution was washed with water, dried over sodium sulphate, filtered, and concentrated in vacuo. The oily residue was chromatographed over a silica gel column (mobile phase: chloroform). 45 g (28% ... Yield: 107.1%. Procedure: This compound was prepared as described in Example 108: 3 g (0.0083 mol) of product of Example 103, 1.02 g (0.01 mol) of cyclopentylmercaptan and 0.36 g (0.009 mol) of 60% NaH in 50 ml of dry THF were reacted affording 3.8 g of a red oil. Crude was purified by HPLC using 1% ethyl acetate/cyclohexane as eluting solvent to give 2.5 g of a light yellow oil which gas chromatography showed to be 94% pure. This material was passed through a spinning plate preparative chromatograph in two different por... RXN SMILES: [F:1][CH:2]([F:23])[C:3]1[N:8]=[C:7]([C:9]([F:12])([F:11])[F:10])[C:6]([C:13]([O:15][CH2:16][CH3:17])=[O:14])=[C:5](Cl)[C:4]=1[C:19]([O:21][CH3:22])=[O:20].[CH:24]1([SH:29])[CH2:28][CH2:27][CH2:26][CH2:25]1.[H-].[Na+]>C1COCC1>[CH:24]1([S:29][C:5]2[C:4]([C:19]([O:21][CH3:22])=[O:20])=[C:3]([CH:2]([F:23])[F:1])[N:8]=[C:7]([C:9]([F:12])([F:11])[F:10])[C:6]=2[C:13]([O:15][CH2:16][CH3:17])=[O:14])[CH2:28][CH2:27][CH2:26][CH2:25]1 |f:2.3|. Product: C1(CCCC1)SC1=C(C(=NC(=C1C(=O)OC)C(F)F)C(F)(F)F)C(=O)OCC (3-Ethyl 5-methyl 4-(cyclopentYlthio)-6-(difluoromethyl)-2-(trifluoromethyl)-3,5-pyridinedicarboxylate). The reactants are FC(C1=C(C(=C(C(=N1)C(F)(F)F)C(=O)OCC)Cl)C(=O)OC)F (3-Ethyl 5-methyl 6-(difluoromethyl)-4-chloro-2-(trifluoromethYl)-3,5-pyridinedicarboxylate), C1(CCCC1)S (cyclopentylmercaptan), [H-].[Na+] (NaH). The solvent is C1CCOC1 (THF). Reaction SMILES: [CH3:12][N:13]([C:14](=[O:15])[Cl:16])[c:17]1[cH:18][cH:19][cH:20][cH:21][cH:22]1.[Cl:31][CH2:32][Cl:33].[N:23]12[CH2:24][CH2:25][N:26]([CH2:27][CH2:28]1)[CH2:29][CH2:30]2.[OH:1][c:2]1[cH:3][c:4]2[cH:5][cH:6][cH:7][n:8][c:9]2[cH:10][cH:11]1>>[O:1]([c:2]1[cH:3][c:4]2[cH:5][cH:6][cH:7][n:8][c:9]2[cH:10][cH:11]1)[C:14]([N:13]([CH3:12])[c:17]1[cH:18][cH:19][cH:20][cH:21][cH:22]1)=[O:15]. The product is CN(C(=O)Oc1ccc2ncccc2c1)c1ccccc1. The reactants are CN(C(=O)Cl)c1ccccc1, ClCCl, C1CN2CCN1CC2, Oc1ccc2ncccc2c1. The reactants are COCOc1ccc(Br)cc1Br, CCOC(=O)C(=O)OCC, [Li]CCCC, CCOCC. The product is CCOC(=O)C(=O)c1cc(Br)ccc1OCOC. As a reaction SMILES: [Br:1][c:2]1[c:3]([O:9][CH2:10][O:11][CH3:12])[cH:4][cH:5][c:6]([Br:8])[cH:7]1.[C:18]([C:19](=[O:20])[O:21][CH2:22][CH3:23])(=[O:24])[O:25][CH2:26][CH3:27].[CH3:13][CH2:14][CH2:15][CH2:16][Li:17].[CH3:28][CH2:29][O:30][CH2:31][CH3:32]>>[c:2]1([C:18]([C:19](=[O:20])[O:21][CH2:22][CH3:23])=[O:24])[c:3]([O:9][CH2:10][O:11][CH3:12])[cH:4][cH:5][c:6]([Br:8])[cH:7]1. Reactants: C(C)(C)(C)OC(=O)N(C(C(=O)OCC)(CCCCB1OC(C(O1)(C)C)(C)C)CC=O)C (ethyl 2-(tert-butoxycarbonyl(methyl)amino)-2-(2-oxoethyl)-6-(4,4,5,5-tetramethyl-1,3,2-dioxaborolan-2-yl)hexanoate), C1NCC2=CC=CC=C12 (isoindoline), CO (MeOH). Solvent: ClCCl (dichloromethane). Yields the product C(C)(C)(C)OC(=O)N(C(C(=O)OCC)(CCCCB1OC(C(O1)(C)C)(C)C)CCN1CC2=CC=CC=C2C1)C (Ethyl 2-(tert-butoxycarbonyl(methyl)amino)-2-(2-(isoindolin-2-yl)ethyl)-6-(4,4,5,5-tetramethyl-1,3,2-dioxaborolan-2-yl)hexanoate). Reaction SMILES: [C:1]([O:5][C:6]([N:8]([CH3:31])[C:9]([CH2:28][CH:29]=O)([CH2:15][CH2:16][CH2:17][CH2:18][B:19]1[O:23][C:22]([CH3:25])([CH3:24])[C:21]([CH3:27])([CH3:26])[O:20]1)[C:10]([O:12][CH2:13][CH3:14])=[O:11])=[O:7])([CH3:4])([CH3:3])[CH3:2].[CH2:32]1[C:40]2[C:35](=[CH:36][CH:37]=[CH:38][CH:39]=2)[CH2:34][NH:33]1.CO>ClCCl>[C:1]([O:5][C:6]([N:8]([CH3:31])[C:9]([CH2:28][CH2:29][N:33]1[CH2:34][C:35]2[C:40](=[CH:39][CH:38]=[CH:37][CH:36]=2)[CH2:32]1)([CH2:15][CH2:16][CH2:17][CH2:18][B:19]1[O:20][C:21]([CH3:27])([CH3:26])[C:22]([CH3:24])([CH3:25])[O:23]1)[C:10]([O:12][CH2:13][CH3:14])=[O:11])=[O:7])([CH3:4])([CH3:3])[CH3:2]. Procedure: Ethyl 2-(tert-butoxycarbonyl(methyl)amino)-2-(2-(isoindolin-2-yl)ethyl)-6-(4,4,5,5-tetramethyl-1,3,2-dioxaborolan-2-yl)hexanoate was prepared in accordance with the procedure of step 6 in Example 27 except that ethyl 2-(tert-butoxycarbonyl(methyl)amino)-2-(2-oxoethyl)-6-(4,4,5,5-tetramethyl-1,3,2-dioxaborolan-2-yl)hexanoate was used instead of 3-phenylpropanal and isoindoline was used instead of (R)-2-acetamido-2-((1s,3S)-3-aminocyclobutyl)-N-tert-butyl-6-(4,4,5,5-tetramethyl-1,3,2-dioxaborolan-... Starting materials: O=C([O-])[O-], CN(C)C=O, FC(F)(F)C1(c2cc(Cl)c(Cl)c(Cl)c2)CCNC1, CCOC(=O)c1sc(Cl)nc1C(F)(F)F, [K+], [K+], O. Product: CCOC(=O)c1sc(N2CCC(c3cc(Cl)c(Cl)c(Cl)c3)(C(F)(F)F)C2)nc1C(F)(F)F. Reaction SMILES: [C:34](=[O:35])([O-:36])[O-:37].[CH3:40][N:41]([CH3:42])[CH:43]=[O:44].[Cl:16][c:17]1[cH:18][c:19]([C:25]2([C:30]([F:31])([F:32])[F:33])[CH2:26][NH:27][CH2:28][CH2:29]2)[cH:20][c:21]([Cl:24])[c:22]1[Cl:23].[Cl:1][c:2]1[s:3][c:4]([C:11](=[O:12])[O:13][CH2:14][CH3:15])[c:5]([C:7]([F:8])([F:9])[F:10])[n:6]1.[K+:38].[K+:39].[OH2:45]>>[c:2]1([N:27]2[CH2:26][C:25]([c:19]3[cH:18][c:17]([Cl:16])[c:22]([Cl:23])[c:21]([Cl:24])[cH:20]3)([C:30]([F:31])([F:32])[F:33])[CH2:29][CH2:28]2)[s:3][c:4]([C:11](=[O:12])[O:13][CH2:14][CH3:15])[c:5]([C:7]([F:8])([F:9])[F:10])[n:6]1. The reactants are Cl.[C@H]12COC[C@H](CC1)N2 ((1R,5S)-3-oxa-8-azabicyclo[3.2.1]octane hydrochloride), CN(C)C(=[N+](C)C)ON1C2=C(C=CC=C2)N=N1.[B-](F)(F)(F)F (TBTU), CCN(C(C)C)C(C)C (DIEA), C1(CC1)COC1=C(C=CC(=N1)C(=O)O)N1CC(C1)(F)F (6-cyclopropylmethoxy-5-(3,3-difluoro-azetidin-1-yl)-pyridine-2-carboxylic acid). Product: C1(CC1)COC1=C(C=CC(=N1)C(=O)N1[C@H]2COC[C@@H]1CC2)N2CC(C2)(F)F ([6-Cyclopropylmethoxy-5-(3,3-difluoro-azetidin-1-yl)-pyridin-2-yl]-(1R,5S)-3-oxa-8-aza-bicyclo[3.2.1]oct-8-yl-methanone). RXN SMILES: [CH:1]1([CH2:4][O:5][C:6]2[N:11]=[C:10]([C:12]([OH:14])=O)[CH:9]=[CH:8][C:7]=2[N:15]2[CH2:18][C:17]([F:20])([F:19])[CH2:16]2)[CH2:3][CH2:2]1.Cl.[C@@H:22]12[NH:29][C@@H:26]([CH2:27][CH2:28]1)[CH2:25][O:24][CH2:23]2.CN(C(ON1N=NC2C=CC=CC1=2)=[N+](C)C)C.[B-](F)(F)(F)F.CCN(C(C)C)C(C)C>>[CH:1]1([CH2:4][O:5][C:6]2[N:11]=[C:10]([C:12]([N:29]3[C@H:22]4[CH2:28][CH2:27][C@@H:26]3[CH2:25][O:24][CH2:23]4)=[O:14])[CH:9]=[CH:8][C:7]=2[N:15]2[CH2:18][C:17]([F:20])([F:19])[CH2:16]2)[CH2:2][CH2:3]1 |f:1.2,3.4|. Reported procedure: In analogy to the procedure described in Example 47 b), 6-cyclopropylmethoxy-5-(3,3-difluoro-azetidin-1-yl)-pyridine-2-carboxylic acid (Example 1 b)) was reacted with (1R,5S)-3-oxa-8-azabicyclo[3.2.1]octane hydrochloride (904316-92-3) in the presence of TBTU and DIEA to obtain the title compound as colorless oil; MS (EI): m/e=380.6 [MH+]. Reactants: COC1=CC=C(CN(C2=NC=C(C=N2)C=2C3=C(N=C(N2)N2CCOCC2)N(CC3)C3=CC=C(C(=O)O)C=C3)CC3=CC=C(C=C3)OC)C=C1 (4-(4-{2-[bis-(4-methoxy-benzyl)-amino]-pyrimidin-5-yl}-2-morpholin-4-yl-5,6-dihydro-pyrrolo[2,3-d]pyrimidin-7-yl)-benzoic acid), NCCC=1C=NC=CC1 (3-(2-aminoethyl)pyridine). Yields the product COC1=CC=C(CN(C2=NC=C(C=N2)C=2C3=C(N=C(N2)N2CCOCC2)N(CC3)C3=CC=C(C(=O)NCCC=2C=NC=CC2)C=C3)CC3=CC=C(C=C3)OC)C=C1 (4-[4-{2-[bis-(4-methoxy-benzyl)-amino]-pyrimidin-5-yl}-2-morpholin-4-yl-5,6-dihydro-pyrrolo[2,3-d]pyrimidin-7-yl]-N-(2-pyridin-3-yl-ethyl)-benzamide). Isolated yield 103.7%. Reaction SMILES: [CH3:1][O:2][C:3]1[CH:49]=[CH:48][C:6]([CH2:7][N:8]([CH2:39][C:40]2[CH:45]=[CH:44][C:43]([O:46][CH3:47])=[CH:42][CH:41]=2)[C:9]2[N:14]=[CH:13][C:12]([C:15]3[C:16]4[CH2:29][CH2:28][N:27]([C:30]5[CH:38]=[CH:37][C:33]([C:34](O)=[O:35])=[CH:32][CH:31]=5)[C:17]=4[N:18]=[C:19]([N:21]4[CH2:26][CH2:25][O:24][CH2:23][CH2:22]4)[N:20]=3)=[CH:11][N:10]=2)=[CH:5][CH:4]=1.[NH2:50][CH2:51][CH2:52][C:53]1[CH:54]=[N:55][CH:56]=[CH:57][CH:58]=1>>[CH3:47][O:46][C:43]1[CH:44]=[CH:45][C:40]([CH2:39][N:8]([CH2:7][C:6]2[CH:5]=[CH:4][C:3]([O:2][CH3:1])=[CH:49][CH:48]=2)[C:9]2[N:10]=[CH:11][C:12]([C:15]3[C:16]4[CH2:29][CH2:28][N:27]([C:30]5[CH:38]=[CH:37][C:33]([C:34]([NH:50][CH2:51][CH2:52][C:53]6[CH:54]=[N:55][CH:56]=[CH:57][CH:58]=6)=[O:35])=[CH:32][CH:31]=5)[C:17]=4[N:18]=[C:19]([N:21]4[CH2:26][CH2:25][O:24][CH2:23][CH2:22]4)[N:20]=3)=[CH:13][N:14]=2)=[CH:41][CH:42]=1. Reported procedure: Using 4-(4-{2-[bis-(4-methoxy-benzyl)-amino]-pyrimidin-5-yl}-2-morpholin-4-yl-5,6-dihydro-pyrrolo[2,3-d]pyrimidin-7-yl)-benzoic acid (60.0 mg, 0.0909 mmol) obtained in Step A in Example 1-D-19 and 3-(2-aminoethyl)pyridine (21.4 μl, 0.182 mmol) instead of 3-(aminomethyl)pyridine, amidation was carried out in the same manner as Step B in Example 1-D-19, to obtain a crude product of 4-[4-{2-[bis-(4-methoxy-benzyl)-amino]-pyrimidin-5-yl}-2-morpholin-4-yl-5,6-dihydro-pyrrolo[2,3-d]pyrimidin-7-yl]-N-(...